From a dataset of the Open Reaction Database (ORD), a public repository of structured organic reaction records. describe an organic reaction: reactants, conditions, products, and yield Starting materials: [Li]CCCC, CC(Oc1ccc(Cl)cc1)(C(=O)[O-])c1ccc(Oc2ccc(Cl)cc2)cc1, CI, CCCCCC, CN(C)P(=O)(N(C)C)N(C)C, CC(C)NC(C)C, C1CCOC1, O, c1cnc2c(c1)ccc1cccnc12. Yields the product COC(=O)C(C)(Oc1ccc(Cl)cc1)c1ccc(Oc2ccc(Cl)cc2)cc1. As a reaction SMILES: [CH2:22]([Li:23])[CH2:24][CH2:25][CH3:26].[CH3:27][C:28]([C:29](=[O:30])[O-:31])([c:32]1[cH:33][cH:34][c:35]([O:38][c:39]2[cH:40][cH:41][c:42]([Cl:45])[cH:43][cH:44]2)[cH:36][cH:37]1)[O:46][c:47]1[cH:48][cH:49][c:50]([Cl:53])[cH:51][cH:52]1.[CH3:54][I:55].[CH3:61][CH2:62][CH2:63][CH2:64][CH2:65][CH3:66].[CH3:68][N:69]([P:70]([N:71]([CH3:72])[CH3:73])([N:74]([CH3:75])[CH3:76])=[O:77])[CH3:78].[CH:1]([NH:2][CH:3]([CH3:4])[CH3:5])([CH3:6])[CH3:7].[O:56]1[CH2:57][CH2:58][CH2:59][CH2:60]1.[OH2:67].[cH:8]1[cH:9][c:10]2[cH:11][cH:12][c:13]3[c:14]([c:15]2[n:16][cH:17]1)[n:18][cH:19][cH:20][cH:21]3>>[CH3:1][O:31][C:29]([C:28]([CH3:27])([c:32]1[cH:33][cH:34][c:35]([O:38][c:39]2[cH:40][cH:41][c:42]([Cl:45])[cH:43][cH:44]2)[cH:36][cH:37]1)[O:46][c:47]1[cH:48][cH:49][c:50]([Cl:53])[cH:51][cH:52]1)=[O:30]. Reactants: Cn1ncc2c(ncn2C(c2ccccc2)(c2ccccc2)c2ccccc2)c1=O, C[Si](C)(C)[N-][Si](C)(C)C, [Cl-], ClC(Cl)(Cl)C(Cl)(Cl)Cl, [Li+], [NH4+], C1CCOC1. Yields the product Cn1ncc2c(nc(Cl)n2C(c2ccccc2)(c2ccccc2)c2ccccc2)c1=O. RXN SMILES: [CH3:11][n:12]1[n:13][cH:14][c:15]2[c:16]([c:17]1=[O:18])[n:19][cH:20][n:21]2[C:22]([c:23]1[cH:24][cH:25][cH:26][cH:27][cH:28]1)([c:29]1[cH:30][cH:31][cH:32][cH:33][cH:34]1)[c:35]1[cH:36][cH:37][cH:38][cH:39][cH:40]1.[CH3:1][Si:2]([CH3:3])([CH3:4])[N-:5][Si:6]([CH3:7])([CH3:8])[CH3:9].[Cl-:49].[Cl:41][C:42]([C:43]([Cl:44])([Cl:45])[Cl:46])([Cl:47])[Cl:48].[Li+:10].[NH4+:50].[O:51]1[CH2:52][CH2:53][CH2:54][CH2:55]1>>[CH3:11][n:12]1[n:13][cH:14][c:15]2[c:16]([c:17]1=[O:18])[n:19][c:20]([Cl:41])[n:21]2[C:22]([c:23]1[cH:24][cH:25][cH:26][cH:27][cH:28]1)([c:29]1[cH:30][cH:31][cH:32][cH:33][cH:34]1)[c:35]1[cH:36][cH:37][cH:38][cH:39][cH:40]1. The reactants are C(=O)(OCC)N1CC(C(CC1)N(C)C)C (1-Carbethoxy-4-dimethylamino-3-methylpiperidine). The solvent is [OH-].[Na+] (NaOH). Conditions: temperature 110 celsius, time 48 hour. Yields the product CN(C1C(CNCC1)C)C (4-dimethylamino-3-methylpiperidine). RXN SMILES: C([N:6]1[CH2:11][CH2:10][CH:9]([N:12]([CH3:14])[CH3:13])[CH:8]([CH3:15])[CH2:7]1)(OCC)=O>[OH-].[Na+]>[CH3:13][N:12]([CH3:14])[CH:9]1[CH2:10][CH2:11][NH:6][CH2:7][CH:8]1[CH3:15] |f:1.2|. Procedure details: 1-Carbethoxy-4-dimethylamino-3-methylpiperidine (3.5 g, 16.3 mmol) was suspended in 5 M NaOH solution (20 ml), stirred at 110° C. for 48 hr, cooled, extracted with ethyl acetate, dried (Na2SO4) and concentrated to dryness to afford 4-dimethylamino-3-methylpiperidine. Yield 1.0 g (43%), C8H18N2, m/z 143 (M+1), PMR (CDCl3): 0.96 (dd, 3H), 1.3 (m, 1H), 1.5 (m, 1H), 1.74 (m, 1H), 2.08 (m, 1H), 2.24 (s, 6H), 2.38 (m, 1H), 2.61 (bs, 1H, D2O exchangeable), 2.86 (m, 1H), 3.16 (m, 1H), 3.68 (m, 1H). Reactants: C([O-])(O)=O.[Na+] (sodium bicarbonate), ClC1=CC=C(C=C1)C1(C2CC3CC(CC1C3)C2)CC(=O)N (2-[2-(4-chlorophenyl)adamantan-2-yl]acetamide), F[B-](F)(F)F.C[O+](C)C (trimethyloxonium tetrafloroborate). The solvent is C(Cl)Cl (methylene chloride), C(Cl)Cl (methylene chloride). Reaction conditions: time 18 hour. Product: ClC1=CC=C(C=C1)C1(C2CC3CC(CC1C3)C2)CC(OC)=N (methyl 2-[2-(4-chlorophenyl)-2-adamantyl]ethanimidoate). The yield is 100.7%. Reaction SMILES: [Cl:1][C:2]1[CH:7]=[CH:6][C:5]([C:8]2([CH2:18][C:19]([NH2:21])=[O:20])[CH:15]3[CH2:16][CH:11]4[CH2:12][CH:13]([CH2:17][CH:9]2[CH2:10]4)[CH2:14]3)=[CH:4][CH:3]=1.F[B-](F)(F)F.[CH3:27][O+](C)C.C(=O)(O)[O-].[Na+]>C(Cl)Cl>[Cl:1][C:2]1[CH:7]=[CH:6][C:5]([C:8]2([CH2:18][C:19](=[NH:21])[O:20][CH3:27])[CH:9]3[CH2:17][CH:13]4[CH2:12][CH:11]([CH2:16][CH:15]2[CH2:14]4)[CH2:10]3)=[CH:4][CH:3]=1 |f:1.2,3.4|. Reported procedure: A solution of 6-1a (30 mg, 0.1 mmol) in 0.5 mL of anhydrous methylene chloride was treated with trimethyloxonium tetrafloroborate (30 mg, 0.2 mmol). The mixture was stirred under nitrogen for 18 h, then added to a separatory funnel containing 25 mL of methylene chloride and saturated aqueous sodium bicarbonate solution. The layers were mixed and separated and the organic layer was dried over anhydrous sodium sulfate and evaporated in vacuo to yield 32 mg of title compound, which was used without... Isolated yield 64.1%. Reaction conditions: temperature 150 celsius. Product: BrC1=C(C(=C2C(C(=CN(C2=C1F)C1CC1)C(=O)OCC)=O)F)F (ethyl 7-bromo-1-cyclopropyl-5,6,8-trifluoro-1,4-dihydro-4-oxo-3-quinolinecarboxylate). RXN SMILES: C(=O)([O-])[O-].[K+].[K+].[Br:7][C:8]1[C:26]([F:27])=[C:25](F)[C:11]([C:12]([C:14](=[CH:20][NH:21][CH:22]2[CH2:24][CH2:23]2)[C:15]([O:17][CH2:18][CH3:19])=[O:16])=[O:13])=[C:10]([F:29])[C:9]=1[F:30].O>CN(C)C=O>[Br:7][C:8]1[C:26]([F:27])=[C:25]2[C:11]([C:12](=[O:13])[C:14]([C:15]([O:17][CH2:18][CH3:19])=[O:16])=[CH:20][N:21]2[CH:22]2[CH2:24][CH2:23]2)=[C:10]([F:29])[C:9]=1[F:30] |f:0.1.2|. The reactants are C([O-])([O-])=O.[K+].[K+] (Potassium carbonate), BrC1=C(C(=C(C(=O)C(C(=O)OCC)=CNC2CC2)C(=C1F)F)F)F (ethyl 2-(4-bromo-2,3,5,6-tetrafluorobenzoyl)-3-cyclopropylaminopropenoate), O (water). The solvent is CN(C=O)C (dimethylformamide). Procedure details: Potassium carbonate (30 g) was added to a stirred solution/suspension of 31.65 g ethyl 2-(4-bromo-2,3,5,6-tetrafluorobenzoyl)-3-cyclopropylaminopropenoate in 300 ml dimethylformamide. The mixture was heated at 150° C. for 1.5 hours, then cooled, poured into water and extracted with methylene dichloride. The extract was washed with water and sodium chloride solution, dried (magnesium sulfate) and concentrated. The residue was recrystallized from acetonitrile to give 19.3 g (64%) ethyl 7-bromo-1-c...